This data is from the Open Reaction Database (ORD), a public repository of structured organic reaction records. The task is: describe an organic reaction: reactants, conditions, products, and yield Reaction SMILES: [CH3:21][OH:22].[N+:1]([O-:2])(=[O:3])[c:4]1[cH:5][cH:6][c:7]([N:10]2[CH2:11][CH2:12][N:13]([S:16](=[O:17])(=[O:18])[CH3:19])[CH2:14][CH2:15]2)[cH:8][cH:9]1.[NH3:20]>>[NH2:1][c:4]1[cH:5][cH:6][c:7]([N:10]2[CH2:11][CH2:12][N:13]([S:16](=[O:17])(=[O:18])[CH3:19])[CH2:14][CH2:15]2)[cH:8][cH:9]1. The reactants are CO, CS(=O)(=O)N1CCN(c2ccc([N+](=O)[O-])cc2)CC1, N. The product is CS(=O)(=O)N1CCN(c2ccc(N)cc2)CC1. The reactants are CCCN(CCC)CCc1ccc([N+](=O)[O-])c2[nH]ncc12, CO, Cl, C1CCOC1. Yields the product CCCN(CCC)CCc1ccc(N)c2[nH]ncc12. As a reaction SMILES: [CH2:1]([CH2:2][CH3:3])[N:4]([CH2:5][CH2:6][c:7]1[c:8]2[cH:9][n:10][nH:11][c:12]2[c:13]([N+:16]([O-:17])=[O:18])[cH:14][cH:15]1)[CH2:19][CH2:20][CH3:21].[CH3:28][OH:29].[ClH:22].[O:23]1[CH2:24][CH2:25][CH2:26][CH2:27]1>>[CH2:1]([CH2:2][CH3:3])[N:4]([CH2:5][CH2:6][c:7]1[c:8]2[cH:9][n:10][nH:11][c:12]2[c:13]([NH2:16])[cH:14][cH:15]1)[CH2:19][CH2:20][CH3:21]. Starting materials: O.N1C(=NC2=C1C=CC=C2)SCC=2C(=NC=CC2)N.N2C(=NC1=C2C=CC=C1)SCC=1C(=NC=CC1)N (3-[(1H-benzimidazol-2-ylthio)methyl]-2-pyridinamine hemihydrate), ClCC=O (chloroacetaldehyde), C([O-])(O)=O.[Na+] (sodium bicarbonate). Run in C(C)O (ethanol). Yields the product N=1C=CN2C1C(=CC=C2)CSC2=NC1=C(N2)C=CC=C1 (2-[(imidazo[1,2-a]pyridin-8-ylmethyl)thio]-1H-benzimidazole). The yield is 71.3%. RXN SMILES: O.[NH:2]1[C:6]2[CH:7]=[CH:8][CH:9]=[CH:10][C:5]=2[N:4]=[C:3]1[S:11][CH2:12][C:13]1[C:14]([NH2:19])=[N:15][CH:16]=[CH:17][CH:18]=1.N1[C:24]2C=CC=C[C:23]=2N=C1SCC1C(N)=NC=CC=1.ClCC=O.C(=O)(O)[O-].[Na+]>C(O)C>[N:19]1[CH:23]=[CH:24][N:15]2[CH:16]=[CH:17][CH:18]=[C:13]([CH2:12][S:11][C:3]3[NH:4][C:5]4[CH:10]=[CH:9][CH:8]=[CH:7][C:6]=4[N:2]=3)[C:14]=12 |f:0.1.2,4.5|. Procedure: A mixture of 9.6 g (63 mmole) of 2-mercaptobenzimidazole and 7.7 g (62 mmole) of 3-hydroxymethyl-2-pyridinamine was dissolved in 60 ml of 48% aqueous hydrobromic acid and 60 ml of acetic acid and heated to reflux. After being cooled to room temperature, the mixture was poured into water and make alkaline with potassium carbonate. The oil that separated solidified upon addition of diethyl ether to the aqueous mixture. The solid was collected by filtration, washed with portions of diethyl ether an...